From a dataset of the Open Reaction Database (ORD), a public repository of structured organic reaction records. describe an organic reaction: reactants, conditions, products, and yield Starting materials: S(=O)(Cl)Cl (Thionyl chloride), [Sn](Cl)Cl (Tin dichloride), FC=1C=C(C(=NC1)C#N)[N+](=O)[O-] (5-fluoro-3-nitropyridine-2-carbonitrile), CCO (EtOH), Cl (HCl). Conditions: temperature 90 celsius, time 2 hour. The product is NC=1C(=NC=C(C1)F)C(=O)OC (Methyl 3-amino-5-fluoropyridine-2-carboxylate). Yield: 63.0%. Reaction SMILES: [Sn](Cl)Cl.[F:4][C:5]1[CH:6]=[C:7]([N+:13]([O-])=O)[C:8]([C:11]#N)=[N:9][CH:10]=1.Cl.S(Cl)(Cl)=[O:18].C[CH2:22][OH:23]>>[NH2:13][C:7]1[C:8]([C:11]([O:23][CH3:22])=[O:18])=[N:9][CH:10]=[C:5]([F:4])[CH:6]=1. Reported procedure: Tin dichloride (45 g, 230 mmol) was added to a solution of 5-fluoro-3-nitropyridine-2-carbonitrile (Ark Pharm, 7.2 g, 43 mmol) in EtOH (80 mL). The mixture was stirred at 90° C. for 2 h, and then concentrated under reduced pressure. Aq. HCl (10 M; 40 mL, 400 mmol) was then added and the mixture was heated under reflux for 6 h. The reaction mixture was then concentrated under reduced pressure and the resulting residue was dissolved in MeOH (120 mL). Thionyl chloride (7.2 mL, 99 mmol) was added. T... Reactants: NC1=CC=C(C(=O)C2=CC=CC=C2)C=C1 (4-aminobenzophenone), C(C=C)(=O)O (acrylic acid). Run in C(C)(=O)O (acetic acid). Product: C(C1=CC=CC=C1)(=O)C1=CC=C(NCCC(=O)O)C=C1 (3-(4-Benzoylanilino)propionic acid). As a reaction SMILES: [NH2:1][C:2]1[CH:15]=[CH:14][C:5]([C:6]([C:8]2[CH:13]=[CH:12][CH:11]=[CH:10][CH:9]=2)=[O:7])=[CH:4][CH:3]=1.[C:16]([OH:20])(=[O:19])[CH:17]=[CH2:18]>C(O)(=O)C>[C:6]([C:5]1[CH:4]=[CH:3][C:2]([NH:1][CH2:18][CH2:17][C:16]([OH:20])=[O:19])=[CH:15][CH:14]=1)(=[O:7])[C:8]1[CH:13]=[CH:12][CH:11]=[CH:10][CH:9]=1. Procedure: 1.97 g of 4-aminobenzophenone (0.01 mole) and 1.44 g of acrylic acid (0.02 mole) are dissolved in 10 ml of glacial acetic acid and boiled under reflux for 2 days. The solution is evaporated to dryness in vacuo, and the residue is redissolved in 2 N sodium hydroxide solution, and the solution is extracted several times with diethyl ether. The aqueous solution is adjusted to pH 4-5 with 2 N HCl, and the precipitate is filtered off with suction and washed with water. Starting materials: C(C=C)C1=CC(=C(C=C1OC)O)F (4-Allyl-2-fluoro-5-methoxyphenol). The reagents and catalysts are [Pd] (Pd/C), [Pd] (Pd/C). The solvent is CCO (EtOH). Reaction conditions: time 6 hour. Product: FC1=C(C=C(C(=C1)CCC)OC)O (2-fluoro-5-methoxy-4-propylphenol). The yield is 86.7%. RXN SMILES: [CH2:1]([C:4]1[C:9]([O:10][CH3:11])=[CH:8][C:7]([OH:12])=[C:6]([F:13])[CH:5]=1)[CH:2]=[CH2:3]>CCO.[Pd]>[F:13][C:6]1[CH:5]=[C:4]([CH2:1][CH2:2][CH3:3])[C:9]([O:10][CH3:11])=[CH:8][C:7]=1[OH:12]. Procedure details: 4-Allyl-2-fluoro-5-methoxyphenol (5.16 g, 28.3 mmol) was dissolved in EtOH (150 mL) and Pd/C (5%, 250 mg) was added. Hydrogenation for 6 h at room temperature and atmospheric pressure, addition of more Pd/C (5%, 100 mg), continued reaction for 3 h followed by removal of the catalyst and evaporation of the solvent gave 2-fluoro-5-methoxy-4-propylphenol (4.52 g) as an oil. 1H NMR (DMSO-d6): δ9.53 (s, 1H), 6.85 (d, J=11.8 Hz, 1H), 6.51 (d, J=7.7 Hz, 1H), 3.67 (s, 3H), 2.38 (t, J=7.5 Hz, 2H), 1.46 (...